This data is from the Open Reaction Database (ORD), a public repository of structured organic reaction records. The task is: describe an organic reaction: reactants, conditions, products, and yield The reactants are O (water), [H-].[Na+] (Sodium hydride), OC=1C=C(CN2C=C(C(=C2)C2=CC=CC=C2)CCC(=O)OCC)C=C(C1)OCC=1N=C(SC1)C1=NC=CN=C1 (ethyl 3-[1-[3-hydroxy-5-[2-(2-pyrazinyl)-4-thiazolylmethoxy]benzyl]-4-phenyl-3-pyrrolyl]propionate), ICC (Iodoethane). Solvent: CN(C=O)C (N,N-dimethylformamide). Run at time 15 minute. Product: C(C)OC=1C=C(CN2C=C(C(=C2)C2=CC=CC=C2)CCC(=O)OCC)C=C(C1)OCC=1N=C(SC1)C1=NC=CN=C1 (ethyl 3-[1-[3-ethoxy-5-[2-(2-pyrazinyl)-4-thiazolylmethoxy]benzyl]-4-phenyl-3-pyrrolyl]propionate). Yield: 97.0%. RXN SMILES: [H-].[Na+].[OH:3][C:4]1[CH:5]=[C:6]([CH:26]=[C:27]([O:29][CH2:30][C:31]2[N:32]=[C:33]([C:36]3[CH:41]=[N:40][CH:39]=[CH:38][N:37]=3)[S:34][CH:35]=2)[CH:28]=1)[CH2:7][N:8]1[CH:12]=[C:11]([C:13]2[CH:18]=[CH:17][CH:16]=[CH:15][CH:14]=2)[C:10]([CH2:19][CH2:20][C:21]([O:23][CH2:24][CH3:25])=[O:22])=[CH:9]1.I[CH2:43][CH3:44].O>CN(C)C=O>[CH2:43]([O:3][C:4]1[CH:5]=[C:6]([CH:26]=[C:27]([O:29][CH2:30][C:31]2[N:32]=[C:33]([C:36]3[CH:41]=[N:40][CH:39]=[CH:38][N:37]=3)[S:34][CH:35]=2)[CH:28]=1)[CH2:7][N:8]1[CH:12]=[C:11]([C:13]2[CH:18]=[CH:17][CH:16]=[CH:15][CH:14]=2)[C:10]([CH2:19][CH2:20][C:21]([O:23][CH2:24][CH3:25])=[O:22])=[CH:9]1)[CH3:44] |f:0.1|. Reported procedure: Sodium hydride (60%, oily, 28.0 mg) was added to a solution of ethyl 3-[1-[3-hydroxy-5-[2-(2-pyrazinyl)-4-thiazolylmethoxy]benzyl]-4-phenyl-3-pyrrolyl]propionate (378 mg) in N,N-dimethylformamide (5 ml) at 0° C., which was stirred at room temperature for 15 minutes. Iodoethane (0.0672 ml) was added to the mixture, which was stirred at room temperature for 1 hour. The reaction mixture was poured into water, which was extracted with ethyl acetate. The ethyl acetate layer was washed with saturated ... Starting materials: ClC1=CC(=NC=C1)C=1NC(=CC(C1)=O)C1=NC=CC(=C1)Cl (4,4″-dichloro-1′H-[2,2′;6′,2″]terpyridin-4′-one), CN1CCNCC1 (1-methylpiperazine). The reagents and catalysts are [Cl-].[Zn+2].[Cl-] (zinc(II) chloride). The solvent is CC(C)(CC)O (2-methyl-2-butanol). The product is CN1CCN(CC1)C1=CC(=NC=C1)C=1NC(=CC(C1)=O)C1=NC=CC(=C1)N1CCN(CC1)C (4,4″-Bis(4-methylpiperazin-1-yl)-1′H-[2,2′;6′,2″]terpyridin-4′-one). Reaction SMILES: Cl[C:2]1[CH:7]=[CH:6][N:5]=[C:4]([C:8]2[NH:9][C:10]([C:15]3[CH:20]=[C:19](Cl)[CH:18]=[CH:17][N:16]=3)=[CH:11][C:12](=[O:14])[CH:13]=2)[CH:3]=1.[CH3:22][N:23]1[CH2:28][CH2:27][NH:26][CH2:25][CH2:24]1>CC(O)(CC)C.[Cl-].[Zn+2].[Cl-]>[CH3:22][N:23]1[CH2:28][CH2:27][N:26]([C:2]2[CH:7]=[CH:6][N:5]=[C:4]([C:8]3[NH:9][C:10]([C:15]4[CH:20]=[C:19]([N:26]5[CH2:27][CH2:28][N:23]([CH3:22])[CH2:24][CH2:25]5)[CH:18]=[CH:17][N:16]=4)=[CH:11][C:12](=[O:14])[CH:13]=3)[CH:3]=2)[CH2:25][CH2:24]1 |f:3.4.5|. Reported procedure: A mixture of 10.89 g (34.2 mmol) of 4,4″-dichloro-1′H-[2,2′;6′,2″]terpyridin-4′-one, 68.6 g (685 mmol, 76.1 ml) of 1-methylpiperazine and 233 mg (1.71 mmol, 0.05 equivalent) of zinc(II) chloride in 200 ml of 2-methyl-2-butanol is boiled under reflux for 24 hours. The mixture is evaporated to dryness on a rotary evaporator. The crude product is recrystallized from ethyl acetate/methanol 33:1 (v/v). It is taken up in 100 ml of water, adjusted to pH=8-9 with 4N sodium hydroxide solution, and light-... Starting materials: FC=1C=C(C=CC1)C1=NC=CC2=CC=CC=C12 (1-(3-fluorophenyl)isoquinoline), lithium organyl, ClC(=O)OC (methyl chloroformate), C(CCC)[Li] (n-butyllithium). Solvent: C1CCOC1 (THF), C1CCOC1 (THF). Reaction conditions: temperature -78 celsius, time 3 hour. The product is FC=1C(=C(C=CC1)C1=NC=CC2=CC=CC=C12)CC(=O)O (1-[3-Fluoro-2-(carboxymethyl)phenyl]isoquinoline). Yield: 70.9%. As a reaction SMILES: [F:1][C:2]1[CH:3]=[C:4]([C:8]2[C:17]3[C:12](=[CH:13][CH:14]=[CH:15][CH:16]=3)[CH:11]=[CH:10][N:9]=2)[CH:5]=[CH:6][CH:7]=1.[CH2:18]([Li])CCC.Cl[C:24]([O:26]C)=[O:25]>C1COCC1>[F:1][C:2]1[C:3]([CH2:18][C:24]([OH:26])=[O:25])=[C:4]([C:8]2[C:17]3[C:12](=[CH:13][CH:14]=[CH:15][CH:16]=3)[CH:11]=[CH:10][N:9]=2)[CH:5]=[CH:6][CH:7]=1. Reported procedure: 50.0 g (0.224 mol) of 1-(3-fluorophenyl)isoquinoline were dissolved in 1000 ml of THF and admixed dropwise at −78° C. with 134.4 ml (0.336 mol, 1.50 eq.) of n-butyllithium (2.5 M in hexane). After the addition had ended, the mixture was stirred at −78° C. for a further 3 h and the red-brown lithium organyl was subsequently transferred via a tube at −78° C. to a solution of 190.8 ml (2.47 mol, 11.0 eq.) of methyl chloroformate in 2000 ml of THF. The mixture was stirred at −78° C. up to −20° C. fo... Reactants: BrCC(=O)OC (methyl bromoacetate), C([O-])([O-])=O.[K+].[K+] (potassium carbonate), C(CCC)C=1OC2=C(C1C=1OC(=CN1)C=1C=C3C=CC(=CC3=CC1)O)C=CC=C2 (6-[2-(2-butyl-1-benzofuran-3-yl)-1,3-oxazol-5-yl]-2-naphthol). Solvent: CN(C)C=O (DMF). Run at time 8 hour. Product: C(CCC)C=1OC2=C(C1C=1OC(=CN1)C=1C=C3C=CC(=CC3=CC1)OCC(=O)OC)C=CC=C2 (methyl ({6-[2-(2-butyl-1-benzofuran-3-yl)-1,3-oxazol-5-yl]-2-naphthyl}oxy)acetate). The yield is 100.9%. RXN SMILES: [CH2:1]([C:5]1[O:6][C:7]2[CH:29]=[CH:28][CH:27]=[CH:26][C:8]=2[C:9]=1[C:10]1[O:11][C:12]([C:15]2[CH:16]=[C:17]3[C:22](=[CH:23][CH:24]=2)[CH:21]=[C:20]([OH:25])[CH:19]=[CH:18]3)=[CH:13][N:14]=1)[CH2:2][CH2:3][CH3:4].Br[CH2:31][C:32]([O:34][CH3:35])=[O:33].C(=O)([O-])[O-].[K+].[K+]>CN(C=O)C>[CH2:1]([C:5]1[O:6][C:7]2[CH:29]=[CH:28][CH:27]=[CH:26][C:8]=2[C:9]=1[C:10]1[O:11][C:12]([C:15]2[CH:16]=[C:17]3[C:22](=[CH:23][CH:24]=2)[CH:21]=[C:20]([O:25][CH2:31][C:32]([O:34][CH3:35])=[O:33])[CH:19]=[CH:18]3)=[CH:13][N:14]=1)[CH2:2][CH2:3][CH3:4] |f:2.3.4|. Procedure details: A mixture of 6-[2-(2-butyl-1-benzofuran-3-yl)-1,3-oxazol-5-yl]-2-naphthol (306 mg, 0.792 mmol), prepare in step 5 of Example 2, methyl bromoacetate (75 μL, 0.792 mmol) and potassium carbonate (556 mg, 4.02 mmol) in 35 mL of DMF was stirred under nitrogen at room temperature for 19 h (overnight). The reaction was partitioned between ethyl acetate and water. The organic layer was separated and extracted three times with water. The combined extracts were dried (MgSO4), filtered and the solvent remo...